This data is from the Open Reaction Database (ORD), a public repository of structured organic reaction records. The task is: describe an organic reaction: reactants, conditions, products, and yield Reactants: C(=O)([O-])[O-].[K+].[K+] (K2CO3), BrCC=C (3-bromo-1-propen), C(C)OC(C1=CC(=C(C=C1)F)O)=O (4-fluoro-3-hydroxy-benzoic acid ethyl ester). As a reaction SMILES: C([O-])([O-])=O.[K+].[K+].Br[CH2:8][CH:9]=[CH2:10].[CH2:11]([O:13][C:14](=[O:23])[C:15]1[CH:20]=[CH:19][C:18]([F:21])=[C:17]([OH:22])[CH:16]=1)[CH3:12]>CC(C)=O>[CH2:11]([O:13][C:14](=[O:23])[C:15]1[CH:20]=[CH:19][C:18]([F:21])=[C:17]([O:22][CH2:10][CH:9]=[CH2:8])[CH:16]=1)[CH3:12] |f:0.1.2|. Reported procedure: K2CO3 (96.9 mmol) and 3-bromo-1-propen (64.6 mmol) are added to a solution of 4-fluoro-3-hydroxy-benzoic acid ethyl ester (32.3 mmol) in acetone (50 mL). The mixture is heated to reflux for 16 h, filtered and cooled to RT. The solvents are removed in vacuo to give the desired product which is used without further purification. LC-MS: tR=1.01 min; [M+CH3CN+H]+=266.0. Product: C(C)OC(C1=CC(=C(C=C1)F)OCC=C)=O (3-allyloxy-4-fluoro-benzoic Acid Ethyl Ester). The solvent is CC(=O)C (acetone). Starting materials: COC=1C=C(C=CC1OC)C1=NNC([C@H]2CC=CC[C@@H]12)=O ((cis)-4-(3,4-Dimethoxyphenyl)-4a,5,8,8a-tetrahydro-2H-phthalazin-1-one), ClCC1=CC=C(C(=O)O)C=C1 (4-chloromethylbenzoic acid), COC=1C=C(C=CC1OC)C1=NN(C([C@H]2CCCC[C@@H]12)=O)CC1=CC=C(C(=O)O)C=C1 ((cis)-4-(4-(3,4-Dimethoxyphenyl)-1-oxo-4a,5,6,7,8,8a-hexahydro-1H-phthalazin-2-ylmethyl)-benzoic acid). The product is COC=1C=C(C=CC1OC)C1=NN(C([C@H]2CC=CC[C@@H]12)=O)CC1=CC=C(C(=O)O)C=C1 ((cis)-4-(4-(3,4-Dimethoxyphenyl)-1-oxo-4a,5,8,8a-tetrahydro-1H-phthalazin-2-yl-methyl)benzoic acid). Reaction SMILES: COC1C=C(C2[C@H]3[C@H](CC=CC3)C(=O)NN=2)C=CC=1OC.ClCC1C=CC(C(O)=O)=CC=1.[CH3:33][O:34][C:35]1[CH:36]=[C:37]([C:43]2[C@H:52]3[C@H:47]([CH2:48][CH2:49][CH2:50][CH2:51]3)[C:46](=[O:53])[N:45]([CH2:54][C:55]3[CH:63]=[CH:62][C:58]([C:59]([OH:61])=[O:60])=[CH:57][CH:56]=3)[N:44]=2)[CH:38]=[CH:39][C:40]=1[O:41][CH3:42]>>[CH3:33][O:34][C:35]1[CH:36]=[C:37]([C:43]2[C@H:52]3[C@H:47]([CH2:48][CH:49]=[CH:50][CH2:51]3)[C:46](=[O:53])[N:45]([CH2:54][C:55]3[CH:56]=[CH:57][C:58]([C:59]([OH:61])=[O:60])=[CH:62][CH:63]=3)[N:44]=2)[CH:38]=[CH:39][C:40]=1[O:41][CH3:42]. Reported procedure: Prepared from compound 3 and 4-chloromethylbenzoic acid as described for compound 83. Crystallized from ethyl acetate. M.p. 192°-193° C.